From a dataset of the Open Reaction Database (ORD), a public repository of structured organic reaction records. describe an organic reaction: reactants, conditions, products, and yield Run at time 15 minute. The product is Cl.C1(CC1)C1=CC(=NN1C1=CC=C(C=C1)NC(=O)C=1C=C2C=CC=NC2=CC1)C(F)(F)F (N-{4-[5-cyclopropyl-3-(trifluoromethyl)-1H-pyrazol-1-yl]phenyl}quinoline-6-carboxamide hydrochloride). As a reaction SMILES: [CH:1]1([C:4]2[N:8]([C:9]3[CH:14]=[CH:13][C:12]([NH:15][C:16]([C:18]4[CH:19]=[C:20]5[C:25](=[CH:26][CH:27]=4)[N:24]=[CH:23][CH:22]=[CH:21]5)=[O:17])=[CH:11][CH:10]=3)[N:7]=[C:6]([C:28]([F:31])([F:30])[F:29])[CH:5]=2)[CH2:3][CH2:2]1.C1COCC1.[ClH:37]>C(OCC)C>[ClH:37].[CH:1]1([C:4]2[N:8]([C:9]3[CH:10]=[CH:11][C:12]([NH:15][C:16]([C:18]4[CH:19]=[C:20]5[C:25](=[CH:26][CH:27]=4)[N:24]=[CH:23][CH:22]=[CH:21]5)=[O:17])=[CH:13][CH:14]=3)[N:7]=[C:6]([C:28]([F:30])([F:29])[F:31])[CH:5]=2)[CH2:3][CH2:2]1 |f:4.5|. Reported procedure: Following general procedure-1, N-{4-[5-cyclopropyl-3-(trifluoromethyl)-1H-pyrazol-1-yl]phenyl}quinoline-6-carboxamide (35 mg) was prepared from intermediate 26 (85 mg, 0.49 mmol) and intermediate 15 (120 mg, 0.45 mmol) as a brown solid (35 mg) and dissolved THF. Saturated HCl in diethyl ether was added to the solution at 0° C. and stirred for 15 min. Solid that separated out was filtered and dried to give the title compound (30 mg) as an yellow solid. M. P. 188-192° C. 1H-NMR (δ ppm, DMSO-d6, 40... The solvent is C(C)OCC (diethyl ether). Starting materials: C1(CC1)C1=CC(=NN1C1=CC=C(C=C1)NC(=O)C=1C=C2C=CC=NC2=CC1)C(F)(F)F (N-{4-[5-cyclopropyl-3-(trifluoromethyl)-1H-pyrazol-1-yl]phenyl}quinoline-6-carboxamide), C1CCOC1 (THF), intermediate 26, intermediate 15, Cl (HCl). Reactants: C(CCCC1=NN=C(S1)N)C1=NN=C(S1)N (5,5′-(butane-1,4-diyl)-bis(1,3,4-thiadiazol-2-amine)), FC=1C=C(C=CC1)CC(=O)O (3-fluorophenylacetic acid), CC1(OC([C@H](O1)CC(=O)O)=O)C ((R)-(−)-2,2-dimethyl-5-oxo-1,3-dioxolane-4-acetic acid), C(CCl)Cl (EDC), C=1C=CC2=C(C1)N=NN2O (HOBt). Solvent: CN(C)C=O (DMF), CCN(CC)CC (Et3N), O (water). Reaction conditions: time 18 hour. Product: FC=1C=C(C=CC1)CC(=O)NC1=NN=C(S1)CCCCC1=NN=C(S1)NC(C[C@H](CO)O)=O ((R)—N-(5-(4-(5-(2-(3-fluorophenyl)acetamido)-1,3,4-thiadiazol-2-yl)butyl)-1,3,4-thiadiazol-2-yl)-3,4-dihydroxybutanamide). Isolated yield 12.1%. RXN SMILES: [CH2:1]([C:11]1[S:15][C:14]([NH2:16])=[N:13][N:12]=1)[CH2:2][CH2:3][CH2:4][C:5]1[S:9][C:8]([NH2:10])=[N:7][N:6]=1.[F:17][C:18]1[CH:19]=[C:20]([CH2:24][C:25]([OH:27])=O)[CH:21]=[CH:22][CH:23]=1.CC1(C)[O:33][C@H:32]([CH2:34][C:35](O)=[O:36])[C:31](=O)[O:30]1.C1C=CC2N(O)N=NC=2C=1.C(Cl)CCl>CN(C=O)C.O.CCN(CC)CC>[F:17][C:18]1[CH:19]=[C:20]([CH2:24][C:25]([NH:10][C:8]2[S:9][C:5]([CH2:4][CH2:3][CH2:2][CH2:1][C:11]3[S:15][C:14]([NH:16][C:35](=[O:36])[CH2:34][C@@H:32]([OH:33])[CH2:31][OH:30])=[N:13][N:12]=3)=[N:6][N:7]=2)=[O:27])[CH:21]=[CH:22][CH:23]=1. Reported procedure: To a suspension of diamine 1001 (400 mg, 1.56 mmol), 3-fluorophenylacetic acid (313 mg, 2.03 mmol), (R)-(−)-2,2-dimethyl-5-oxo-1,3-dioxolane-4-acetic acid (353 mg, 2.03 mmol) and Et3N (200 μL) in DMF (20 mL) at 0° C. was added HOBt (633 mg, 4.68 mmol) and followed by EDC (897 mg, 4.68 mmol). The mixture was stirred from 0° C. to room temperature over 18 h before it was diluted with water. The precipitate was collected by suction filtration and washed with water. The solid was further rinsed with... Starting materials: NC=1SC(=CC1C(=O)N)C1=C(C=C(C=C1F)C(C)(C)O)F (2-amino-5-[2,6-difluoro-4-(1-hydroxy-1-methylethyl)phenyl]thiophene-3-carboxamide), BrC1=CC=CC(=N1)C(C(F)(F)F)O (1-(6-bromopyridin-2-yl)-2,2,2-trifluoroethanol). Yields the product FC1=C(C(=CC(=C1)C(C)(C)O)F)C1=CC(=C(S1)NC1=NC(=CC=C1)C(C(F)(F)F)O)C(=O)N (5-[2,6-Difluoro-4-(1-hydroxy-1-methylethyl)phenyl]-2-{[6-(2,2,2-trifluoro-1-hydroxyethyl)pyridin-2-yl]amino}thiophene-3-carboxamide). RXN SMILES: [NH2:1][C:2]1[S:3][C:4]([C:10]2[C:15]([F:16])=[CH:14][C:13]([C:17]([OH:20])([CH3:19])[CH3:18])=[CH:12][C:11]=2[F:21])=[CH:5][C:6]=1[C:7]([NH2:9])=[O:8].Br[C:23]1[N:28]=[C:27]([CH:29]([OH:34])[C:30]([F:33])([F:32])[F:31])[CH:26]=[CH:25][CH:24]=1>>[F:16][C:15]1[CH:14]=[C:13]([C:17]([OH:20])([CH3:18])[CH3:19])[CH:12]=[C:11]([F:21])[C:10]=1[C:4]1[S:3][C:2]([NH:1][C:23]2[CH:24]=[CH:25][CH:26]=[C:27]([CH:29]([OH:34])[C:30]([F:33])([F:32])[F:31])[N:28]=2)=[C:6]([C:7]([NH2:9])=[O:8])[CH:5]=1. Procedure details: The title compound was prepared as described in Example 1 using 2-amino-5-[2,6-difluoro-4-(1-hydroxy-1-methylethyl)phenyl]thiophene-3-carboxamide (150 mg, 0.48 mmol) and 1-(6-bromopyridin-2-yl)-2,2,2-trifluoroethanol (123 mg, 0.48 mmol) as starting materials. Reactants: CC(C)(C)OC(=O)N1CCC(=O)CC1, C1CCNC1, Cc1ccccc1, O, Cc1ccc(S(=O)(=O)O)cc1. Yields the product CC(C)(C)OC(=O)N1CC=C(N2CCCC2)CC1. As a reaction SMILES: [C:12](=[O:13])([O:14][C:15]([CH3:16])([CH3:17])[CH3:18])[N:19]1[CH2:20][CH2:21][C:22](=[O:25])[CH2:23][CH2:24]1.[CH2:26]1[CH2:27][CH2:28][NH:29][CH2:30]1.[CH3:32][c:33]1[cH:34][cH:35][cH:36][cH:37][cH:38]1.[OH2:31].[c:1]1([CH3:2])[cH:3][cH:4][c:5]([S:6]([OH:7])(=[O:8])=[O:9])[cH:10][cH:11]1>>[C:12](=[O:13])([O:14][C:15]([CH3:16])([CH3:17])[CH3:18])[N:19]1[CH2:20][CH:21]=[C:22]([N:29]2[CH2:28][CH2:27][CH2:26][CH2:30]2)[CH2:23][CH2:24]1. The reactants are N#Cc1ccccc1NC(=O)c1ccccn1, COc1c(I)cc(I)cc1C(C)(C)C, CS(C)=O, CCOC(C)=O, CC#N, [Cu]I, [K+], [K+], [K+], O=P([O-])([O-])[O-], O=c1cc[nH]c(=O)[nH]1. Product: COc1c(I)cc(-n2ccc(=O)[nH]c2=O)cc1C(C)(C)C. As a reaction SMILES: [C:17]([c:18]1[cH:19][cH:20][cH:21][cH:22][c:23]1[NH:24][C:25](=[O:26])[c:27]1[n:28][cH:29][cH:30][cH:31][cH:32]1)#[N:33].[C:34]([CH3:35])([CH3:36])([CH3:37])[c:38]1[c:39]([O:46][CH3:47])[c:40]([I:45])[cH:41][c:42]([I:44])[cH:43]1.[CH3:48][S:49]([CH3:50])=[O:51].[CH3:52][CH2:53][O:54][C:55]([CH3:56])=[O:57].[CH3:60][C:61]#[N:62].[Cu:58][I:59].[K+:14].[K+:15].[K+:16].[P:9]([O-:10])([O-:11])([O-:12])=[O:13].[nH:1]1[c:2](=[O:3])[nH:4][c:5](=[O:6])[cH:7][cH:8]1>>[n:1]1(-[c:42]2[cH:41][c:40]([I:45])[c:39]([O:46][CH3:47])[c:38]([C:34]([CH3:35])([CH3:36])[CH3:37])[cH:43]2)[c:2](=[O:3])[nH:4][c:5](=[O:6])[cH:7][cH:8]1. The reactants are ClC=1C=C(C=CC1Cl)/C=C/C(=O)N1CCN(C(CC1)=O)CCCCI (1-[(E)-3-(3,4-dichloro-phenyl)-acryloyl]-4-(4-iodo-butyl)-[1,4]diazepan-5-one), N1CCCCC1 (piperidine), [I-].[Na+] (sodium iodide). Yields the product ClC=1C=C(C=CC1Cl)/C=C/C(=O)N1CCN(C(CC1)=O)CCCCN1CCCCC1 (1-[(E)-3-(3,4-Dichloro-phenyl)-acryloyl]-4-(4-piperidin-1-yl-butyl)-[1,4]diazepan-5-one). As a reaction SMILES: [Cl:1][C:2]1[CH:3]=[C:4](/[CH:9]=[CH:10]/[C:11]([N:13]2[CH2:19][CH2:18][C:17](=[O:20])[N:16]([CH2:21][CH2:22][CH2:23][CH2:24]I)[CH2:15][CH2:14]2)=[O:12])[CH:5]=[CH:6][C:7]=1[Cl:8].[NH:26]1[CH2:31][CH2:30][CH2:29][CH2:28][CH2:27]1.[I-].[Na+]>>[Cl:1][C:2]1[CH:3]=[C:4](/[CH:9]=[CH:10]/[C:11]([N:13]2[CH2:19][CH2:18][C:17](=[O:20])[N:16]([CH2:21][CH2:22][CH2:23][CH2:24][N:26]3[CH2:31][CH2:30][CH2:29][CH2:28][CH2:27]3)[CH2:15][CH2:14]2)=[O:12])[CH:5]=[CH:6][C:7]=1[Cl:8] |f:2.3|. Procedure details: In analogy to the procedure described in example 5D, 1-[(E)-3-(3,4-dichloro-phenyl)-acryloyl]-4-(4-iodo-butyl)-[1,4]diazepan-5-one and piperidine (with no additional sodium iodide) gave the title compound as white powder. MS: 452.2 (MH+, 2Cl).